From a dataset of the Open Reaction Database (ORD), a public repository of structured organic reaction records. describe an organic reaction: reactants, conditions, products, and yield The reactants are C([O-])([O-])=O.[Cs+].[Cs+] (cesium carbonate), CC1(C2=C(C(=CC=C2)P(C3=CC=CC=C3)C4=CC=CC=C4)OC5=C(C=CC=C51)P(C6=CC=CC=C6)C7=CC=CC=C7)C (Xantphos), ClC1=C(C=CC(=C1)Cl)CNC(=O)C1N(C(NC1)=O)C (N-[(2,4-dichlorophenyl)methyl]-3-methyl-2-oxo-4-imidazolidinecarboxamide), BrC=1C(=NC=CC1)C#N (3-bromo-2-pyridinecarbonitrile). Reagents/catalysts: C=1C=CC(=CC1)/C=C/C(=O)/C=C/C2=CC=CC=C2.C=1C=CC(=CC1)/C=C/C(=O)/C=C/C2=CC=CC=C2.C=1C=CC(=CC1)/C=C/C(=O)/C=C/C2=CC=CC=C2.[Pd].[Pd] (tris(dibenzylideneacetone)dipalladium(0)). Run in O1CCOCC1 (1,4-dioxane), C(O)([O-])=O.[Na+] (sodium hydrogen carbonate). The product is C(#N)C1=NC=CC=C1N1C(N(C(C1)C(=O)NCC1=C(C=C(C=C1)Cl)Cl)C)=O (1-(2-cyano-3-pyridinyl)-N-[(2,4-dichlorophenyl)methyl]-3-methyl-2-oxo-4-imidazolidinecarboxamide). The yield is 79.2%. Reaction SMILES: [Cl:1][C:2]1[CH:7]=[C:6]([Cl:8])[CH:5]=[CH:4][C:3]=1[CH2:9][NH:10][C:11]([CH:13]1[CH2:17][NH:16][C:15](=[O:18])[N:14]1[CH3:19])=[O:12].Br[C:21]1[C:22]([C:27]#[N:28])=[N:23][CH:24]=[CH:25][CH:26]=1.C(=O)([O-])[O-].[Cs+].[Cs+].CC1(C)C2C(=C(P(C3C=CC=CC=3)C3C=CC=CC=3)C=CC=2)OC2C(P(C3C=CC=CC=3)C3C=CC=CC=3)=CC=CC1=2>O1CCOCC1.C(=O)([O-])O.[Na+].C1C=CC(/C=C/C(/C=C/C2C=CC=CC=2)=O)=CC=1.C1C=CC(/C=C/C(/C=C/C2C=CC=CC=2)=O)=CC=1.C1C=CC(/C=C/C(/C=C/C2C=CC=CC=2)=O)=CC=1.[Pd].[Pd]>[C:27]([C:22]1[C:21]([N:16]2[CH2:17][CH:13]([C:11]([NH:10][CH2:9][C:3]3[CH:4]=[CH:5][C:6]([Cl:8])=[CH:7][C:2]=3[Cl:1])=[O:12])[N:14]([CH3:19])[C:15]2=[O:18])=[CH:26][CH:25]=[CH:24][N:23]=1)#[N:28] |f:2.3.4,7.8,9.10.11.12.13|. Reported procedure: A suspension of N-[(2,4-dichlorophenyl)methyl]-3-methyl-2-oxo-4-imidazolidinecarboxamide (200 mg, 0.662 mmol) (prepared as described in Example 30) and 3-bromo-2-pyridinecarbonitrile (121 mg, 0.662 mmol) in 1,4-dioxane (5 ml) was treated with cesium carbonate (323 mg, 0.993 mmol), Xantphos™ (28.7 mg, 0.050 mmol) and tris(dibenzylideneacetone)dipalladium(0) (15.15 mg, 0.017 mmol) and the mixture was heated at reflux under argon for overnight. After cooling to room temperature, the reaction mixtur... The reactants are [H-].[Na+] (NaH), CC1=C(C(=CC(=C1)C)C)O (2,4,6-trimethyl-phenol), O (water), ClC1=NC(=NC=C1)NC1=CC=C(C#N)C=C1 (4-[(4-chloro-2-pyrimidinyl)amino]benzonitrile). Run in O1CCOCC1 (1,4-dioxane). Run at time 15 minute. Yields the product CC1=C(OC2=NC(=NC=C2)NC2=CC=C(C#N)C=C2)C(=CC(=C1)C)C (4-[[4-(2,4,6-trimethylphenoxy)-2-pyrimidinyl]amino]benzonitrile). Yield: 89.3%. RXN SMILES: [H-].[Na+].[CH3:3][C:4]1[CH:9]=[C:8]([CH3:10])[CH:7]=[C:6]([CH3:11])[C:5]=1[OH:12].Cl[C:14]1[CH:19]=[CH:18][N:17]=[C:16]([NH:20][C:21]2[CH:28]=[CH:27][C:24]([C:25]#[N:26])=[CH:23][CH:22]=2)[N:15]=1.O>O1CCOCC1>[CH3:3][C:4]1[CH:9]=[C:8]([CH3:10])[CH:7]=[C:6]([CH3:11])[C:5]=1[O:12][C:18]1[CH:19]=[CH:14][N:15]=[C:16]([NH:20][C:21]2[CH:28]=[CH:27][C:24]([C:25]#[N:26])=[CH:23][CH:22]=2)[N:17]=1 |f:0.1|. Procedure details: To a suspension of NaH (0.006 mol) in 1,4-dioxane (30 ml), 2,4,6-trimethyl-phenol (0.006 mol) was added. The mixture was stirred for 15 minutes at room temperature, and a clear solution formed. 4-[(4-chloro-2-pyrimidinyl)amino]benzonitrile (0.004 mol) was added, and the reaction mixture was heated to reflux under Argon for 15 hours. The reaction mixture was allowed to cool to room temperature, 0.5 ml of water was added, followed by 4 g of silica gel, and the solvent was evaporated. The residue w...